This data is from the Open Reaction Database (ORD), a public repository of structured organic reaction records. The task is: describe an organic reaction: reactants, conditions, products, and yield Starting materials: CC(=O)OC(C)=O, CNCC1(N2CCN(C)CC2)CCCCC1, O=CO. Product: CC(=O)NCC1(N2CCN(C)CC2)CCCCC1. Reaction SMILES: [CH3:1][C:2]([O:3][C:5]([CH3:6])=[O:7])=[O:4].[CH3:8][NH:9][CH2:10][C:11]1([N:17]2[CH2:18][CH2:19][N:20]([CH3:23])[CH2:21][CH2:22]2)[CH2:12][CH2:13][CH2:14][CH2:15][CH2:16]1.[CH:24]([OH:25])=[O:26]>>[C:5]([CH3:6])(=[O:7])[NH:9][CH2:10][C:11]1([N:17]2[CH2:18][CH2:19][N:20]([CH3:23])[CH2:21][CH2:22]2)[CH2:12][CH2:13][CH2:14][CH2:15][CH2:16]1. Procedure: 15.6 gm (0.1 mol) of ethyl iodide were added dropwise in several portions to a solution of 10.0 gm (0.034 mol) of 2H-naphtho[2,1-e]-1,2-thiazine-4(3H)-one-1,1-dioxide-ethylene ketal in a mixture of 150 ml of isopropanol, 36 ml of 1 N sodium hydroxide and 36 ml of water, while stirring. Stirring was continued for 84 hours, whereupon the mixture was evaporated in vacuo, the residue was taken up in methylenechloride, and the solution was washed with water, dried and evaporated. 10.9 gm (99% of theo... Reactants: C(C)I (ethyl iodide), C1COC2(CNS(C3=C2C=CC2=CC=CC=C23)(=O)=O)O1 (2H-naphtho[2,1-e]-1,2-thiazine-4(3H)-one-1,1-dioxide-ethylene ketal), [OH-].[Na+] (sodium hydroxide), O (water). Run in C(C)(C)O (isopropanol). Reaction SMILES: [CH2:1](I)[CH3:2].[CH2:4]1[O:23][C:7]2([C:12]3[CH:13]=[CH:14][C:15]4[C:20]([C:11]=3[S:10](=[O:22])(=[O:21])[NH:9][CH2:8]2)=[CH:19][CH:18]=[CH:17][CH:16]=4)[O:6][CH2:5]1.[OH-].[Na+].O>C(O)(C)C>[CH2:4]1[O:23][C:7]2([C:12]3[CH:13]=[CH:14][C:15]4[C:20]([C:11]=3[S:10](=[O:22])(=[O:21])[N:9]([CH2:1][CH3:2])[CH2:8]2)=[CH:19][CH:18]=[CH:17][CH:16]=4)[O:6][CH2:5]1 |f:2.3|. The yield is 100.4%. Conditions: time 84 hour. The product is C1COC2(CN(S(C3=C2C=CC2=CC=CC=C23)(=O)=O)CC)O1 (2-ethyl-2H-naphtho[2,1-e]-1,2-thiazine-4(3H)-one-1,1-dioxide-ethylene ketal). Starting materials: O (Water), ClC1=CC=C2C=CC(=NC2=C1)C=CC=1C=C(C=CC1)[C@@H](CCC1=C(C=CC=C1)[C@H](C(=O)OCC[Si](C)(C)C)CC)OS(=O)(=O)C (2-(Trimethylsilyl)ethyl 2(R)-(2-(3(R)-(3-(2-(7-chloro-2-quinolinyl)ethenyl)phenyl)-3-(methanesulfonyloxy)propyl)phenyl)butanoate), C(=O)([O-])[O-].[Cs+].[Cs+] (Cs2CO3), OC(CCCS)(C)C (4-hydroxy-4-methyl-1-pentanethiol). Solvent: CC#N (CH3CN). Run at temperature 0 celsius, time 30 minute. Yields the product ClC1=CC=C2C=CC(=NC2=C1)C=CC=1C=C(C=CC1)[C@H](CCC1=C(C=CC=C1)[C@H](C(=O)OCC[Si](C)(C)C)CC)SCCCC(C)(C)O (2-(Trimethylsilyl)ethyl 2(R)-(2-(3(S)-(3-(2-(7-chloro-2-quinolinyl)ethenyl)phenyl)-3-((4-hydroxy-4-methylpentyl)thio)propyl)-phenyl)butanoate). Isolated yield 9.2%. Reaction SMILES: [Cl:1][C:2]1[CH:11]=[C:10]2[C:5]([CH:6]=[CH:7][C:8]([CH:12]=[CH:13][C:14]3[CH:15]=[C:16]([C@H:20](OS(C)(=O)=O)[CH2:21][CH2:22][C:23]4[CH:28]=[CH:27][CH:26]=[CH:25][C:24]=4[C@@H:29]([CH2:39][CH3:40])[C:30]([O:32][CH2:33][CH2:34][Si:35]([CH3:38])([CH3:37])[CH3:36])=[O:31])[CH:17]=[CH:18][CH:19]=3)=[N:9]2)=[CH:4][CH:3]=1.C([O-])([O-])=O.[Cs+].[Cs+].[OH:52][C:53]([CH3:59])([CH3:58])[CH2:54][CH2:55][CH2:56][SH:57].O>CC#N>[Cl:1][C:2]1[CH:11]=[C:10]2[C:5]([CH:6]=[CH:7][C:8]([CH:12]=[CH:13][C:14]3[CH:15]=[C:16]([C@@H:20]([S:57][CH2:56][CH2:55][CH2:54][C:53]([OH:52])([CH3:59])[CH3:58])[CH2:21][CH2:22][C:23]4[CH:28]=[CH:27][CH:26]=[CH:25][C:24]=4[C@@H:29]([CH2:39][CH3:40])[C:30]([O:32][CH2:33][CH2:34][Si:35]([CH3:36])([CH3:38])[CH3:37])=[O:31])[CH:17]=[CH:18][CH:19]=3)=[N:9]2)=[CH:4][CH:3]=1 |f:1.2.3|. Procedure details: A suspension of mesylate of Step 6 (4.4 g, 66 mmol) and Cs2CO3 (4.3 g, 132 mmol) in CH3CN (44 mL) was degassed and then purged with N2. The suspension was then cooled to 0° C. and 4-hydroxy-4-methyl-1-pentanethiol (Step 7, 1.8 mL, 132 mmol) was added. The reaction was stirred for 30 min at 0° C. followed by 3 h at r.t. Water (50 mL) was then added and the product was extracted with EtOAc. The organic layer was washed with H2O and saturated NaCl solution. The solvent was removed under vacuum and ...